Dataset: the Open Reaction Database (ORD), a public repository of structured organic reaction records. Task: describe an organic reaction: reactants, conditions, products, and yield Reactants: C(C1=CC=CC=C1)N1C(C2=CN=CC=C2C2=C1C=C(C=C2)Cl)=O (6-benzyl-8-chlorobenzo[c][2,7]naphthyridin-5(6H)-one), C([O-])([O-])=O.[Cs+].[Cs+] (cesium carbonate), C(=O)(OC(C)(C)C)N[C@@H](CC(C)C)CO (N-Boc L-Leucinol), di-tert-butyl(2′,4′,6′-triisopropyl-[1′,1′-biphenyl]-2-yl)phosphine. The reagents and catalysts are C(C)(=O)[O-].[Pd+2].C(C)(=O)[O-] (palladium(II)acetate). Solvent: C1(=CC=CC=C1)C (toluene). Conditions: temperature 80 celsius, time 8 hour. The product is C(C1=CC=CC=C1)N1C(C2=CN=CC=C2C2=C1C=C(C=C2)OC[C@H](CC(C)C)NC(OC(C)(C)C)=O)=O ((S)-tert-butyl (1-((6-benzyl-5-oxo-5,6-dihydrobenzo[c][2,7]naphthyridin-8-yl)oxy)-4-methylpentan-2-yl)carbamate). Isolated yield 36.9%. Reaction SMILES: [CH2:1]([N:8]1[C:17]2[CH:18]=[C:19](Cl)[CH:20]=[CH:21][C:16]=2[C:15]2[C:10](=[CH:11][N:12]=[CH:13][CH:14]=2)[C:9]1=[O:23])[C:2]1[CH:7]=[CH:6][CH:5]=[CH:4][CH:3]=1.C(=O)([O-])[O-].[Cs+].[Cs+].[C:30]([NH:37][C@H:38]([CH2:43][OH:44])[CH2:39][CH:40]([CH3:42])[CH3:41])([O:32][C:33]([CH3:36])([CH3:35])[CH3:34])=[O:31]>C1(C)C=CC=CC=1.C([O-])(=O)C.[Pd+2].C([O-])(=O)C>[CH2:1]([N:8]1[C:17]2[CH:18]=[C:19]([O:44][CH2:43][C@@H:38]([NH:37][C:30](=[O:31])[O:32][C:33]([CH3:34])([CH3:36])[CH3:35])[CH2:39][CH:40]([CH3:42])[CH3:41])[CH:20]=[CH:21][C:16]=2[C:15]2[C:10](=[CH:11][N:12]=[CH:13][CH:14]=2)[C:9]1=[O:23])[C:2]1[CH:7]=[CH:6][CH:5]=[CH:4][CH:3]=1 |f:1.2.3,6.7.8|. Reported procedure: To a solution 6-benzyl-8-chlorobenzo[c][2,7]naphthyridin-5(6H)-one (640 mg, 2.00 mmol) in toluene (12 mL) at room temperature, was added cesium carbonate (975 mg, 2.99 mmol) and N-Boc L-Leucinol (1287 mg, 5.99 mmol) and the mixture was degassed with nitrogen for 5 min. The mixture was then treated with di-tert-butyl(2′,4′,6′-triisopropyl-[1′,1′-biphenyl]-2-yl)phosphine (508 mg, 1.197 mmol) followed by palladium(II)acetate (448 mg, 2.00 mmol) and degassed for another 10 min. The reaction mixture ... Reactants: C(C)N[C@@H](C(=O)OC(C)(C)C)C1=CC=CC=C1 ((R)-tert-butyl 2-(ethylamino)-2-phenylacetate), C(C)(=O)OC(C)=O (acetic anhydride), N1=CC=CC=C1 (pyridine). The product is C(C)N(C(C)=O)[C@@H](C(=O)OC(C)(C)C)C1=CC=CC=C1 ((R)-tert-butyl 2-(N-ethylacetamido)-2-phenylacetate). Yield: 26.4%. Reaction SMILES: [CH2:1]([NH:3][C@H:4]([C:12]1[CH:17]=[CH:16][CH:15]=[CH:14][CH:13]=1)[C:5]([O:7][C:8]([CH3:11])([CH3:10])[CH3:9])=[O:6])[CH3:2].[C:18](OC(=O)C)(=[O:20])[CH3:19].N1C=CC=CC=1>>[CH2:1]([N:3]([C@H:4]([C:12]1[CH:13]=[CH:14][CH:15]=[CH:16][CH:17]=1)[C:5]([O:7][C:8]([CH3:11])([CH3:9])[CH3:10])=[O:6])[C:18](=[O:20])[CH3:19])[CH3:2]. Reported procedure: A solution of product from Example 122A (0.267 g, 1.135 mmol) in acetic anhydride (1.073 mL, 11.35 mmol) and pyridine (0.918 mL, 11.35 mmol) was stirred at 98° C. for 2 hrs. The mixture was partitioned between CH2Cl2 and 1N HCl solution, and the organic extract was separated, dried over anhydrous sodium sulphate, filtered, and concentrated in vacuo. The crude product was purified by column chromatography on silica gel using a solvent gradient of 1-35% ethyl acetate in hexane to give the title co... Reactants: B(Br)(Br)Br (Boron tribromide), COC1=C(C=CC=C1)C=1C(C=C(OC1)C(=O)OCC)=O (ethyl 5-(2-methoxyphenyl)-4-oxo-4H-pyran-2-carboxylate). Run in C(Cl)Cl (methylene chloride), O (water). Reaction conditions: time 2 hour. Product: OC1=C(C=CC=C1)C=1C(C=C(OC1)C(=O)OCC)=O (Ethyl 5-(2-hydroxyphenyl)-4-oxo-4H-pyran-2-carboxylate). As a reaction SMILES: B(Br)(Br)Br.C[O:6][C:7]1[CH:12]=[CH:11][CH:10]=[CH:9][C:8]=1[C:13]1[C:14](=[O:24])[CH:15]=[C:16]([C:19]([O:21][CH2:22][CH3:23])=[O:20])[O:17][CH:18]=1>C(Cl)Cl.O>[OH:6][C:7]1[CH:12]=[CH:11][CH:10]=[CH:9][C:8]=1[C:13]1[C:14](=[O:24])[CH:15]=[C:16]([C:19]([O:21][CH2:22][CH3:23])=[O:20])[O:17][CH:18]=1. Procedure details: Boron tribromide (3.0 ml) was added dropwise to a stirred solution of ethyl 5-(2-methoxyphenyl)-4-oxo-4H-pyran-2-carboxylate (3.2 g) in methylene chloride (100 ml) at 5°-10° C. The mixture was stirred for 2 hours at room temperature, then cooled to 5° C. and carefully diluted with water (50 ml). The solid title product was recrystallised from ethanol (mp 187°-189° C.).